Dataset: the Open Reaction Database (ORD), a public repository of structured organic reaction records. Task: describe an organic reaction: reactants, conditions, products, and yield The reactants are cupric nitrate, N(=O)[O-].[Na+] (sodium nitrite), N(=O)[O-].[Na+] (sodium nitrite), cuprous oxide, FC1=C(C=C(C=C1)N)N1C(C2=C(C1=O)CCCC2)=O (N-(2-fluoro-5-aminophenyl)-3,4,5,6-tetrahydrophthalimide), S(O)(O)(=O)=O (sulfuric acid), resultant mixture, resultant mixture, NC(=O)N (urea). Solvent: O (water), O (water), C(C)(=O)O (acetic acid). Conditions: time 15 minute. Product: FC1=C(C=C(C=C1)O)N1C(C2=C(C1=O)CCCC2)=O (N-(2-fluoro-5-hydroxyphenyl)-3,4,5,6-tetrahydrophthalimide). Isolated yield 26.8%. RXN SMILES: [F:1][C:2]1[CH:7]=[CH:6][C:5](N)=[CH:4][C:3]=1[N:9]1[C:13](=[O:14])[C:12]2[CH2:15][CH2:16][CH2:17][CH2:18][C:11]=2[C:10]1=[O:19].S(=O)(=O)(O)[OH:21].N([O-])=O.[Na+].NC(N)=O>O.C(O)(=O)C>[F:1][C:2]1[CH:7]=[CH:6][C:5]([OH:21])=[CH:4][C:3]=1[N:9]1[C:13](=[O:14])[C:12]2[CH2:15][CH2:16][CH2:17][CH2:18][C:11]=2[C:10]1=[O:19] |f:2.3|. Procedure details: To N-(2-fluoro-5-aminophenyl)-3,4,5,6-tetrahydrophthalimide (VIII) (2.6 g), acetic acid (26 g) and conc. sulfuric acid (2.5 g) were added, and the resultant mixture was kept at a temperature below 10° C. A solution of sodium nitrite (1.0 g) in water (10 g) was added dropwise thereto at a temperature of 5° to 10° C. The resulting mixture was stirred for 15 minutes, followed by decomposition of excess of sodium nitrite with urea (0.3 g). A solution of cupric nitrate (38.6 g) in water (100 g) was a... The reactants are [BH4-], O=C1CCC(OCc2ccccc2)CC1F, CO, [Cl-], [NH4+], [Na+]. Yields the product OC1CCC(OCc2ccccc2)CC1F. As a reaction SMILES: [BH4-:17].[CH2:1]([c:2]1[cH:3][cH:4][cH:5][cH:6][cH:7]1)[O:8][CH:9]1[CH2:10][CH:11]([F:16])[C:12](=[O:15])[CH2:13][CH2:14]1.[CH3:21][OH:22].[Cl-:19].[NH4+:20].[Na+:18]>>[CH2:1]([c:2]1[cH:3][cH:4][cH:5][cH:6][cH:7]1)[O:8][CH:9]1[CH2:10][CH:11]([F:16])[CH:12]([OH:15])[CH2:13][CH2:14]1. The reactants are O=[N+]([O-])c1cn(CC(O)COc2ccc(I)cc2)c(Cl)n1, [H-], [Na+]. Product: O=[N+]([O-])c1cn2c(n1)OC(COc1ccc(I)cc1)C2. As a reaction SMILES: [Cl:1][c:2]1[n:3]([CH2:10][CH:11]([CH2:12][O:13][c:14]2[cH:15][cH:16][c:17]([I:20])[cH:18][cH:19]2)[OH:21])[cH:4][c:5]([N+:7](=[O:8])[O-:9])[n:6]1.[H-:23].[Na+:22]>>[c:2]12[n:3]([cH:4][c:5]([N+:7](=[O:8])[O-:9])[n:6]1)[CH2:10][CH:11]([CH2:12][O:13][c:14]1[cH:15][cH:16][c:17]([I:20])[cH:18][cH:19]1)[O:21]2.